Dataset: the Open Reaction Database (ORD), a public repository of structured organic reaction records. Task: describe an organic reaction: reactants, conditions, products, and yield Starting materials: CCCCCCN1CC2C(C1)C2(C)c1cccc(N)c1, CCCS(=O)(=O)Cl, ClCCl, c1ccncc1. Yields the product CCCCCCN1CC2C(C1)C2(C)c1cccc(NS(=O)(=O)CCC)c1. RXN SMILES: [CH2:1]([CH2:2][CH2:3][CH2:4][CH2:5][CH3:6])[N:7]1[CH2:8][CH:9]2[C:10]([CH3:13])([c:14]3[cH:15][c:16]([NH2:20])[cH:17][cH:18][cH:19]3)[CH:11]2[CH2:12]1.[CH2:27]([CH2:28][CH3:29])[S:30](=[O:31])(=[O:32])[Cl:33].[Cl:34][CH2:35][Cl:36].[cH:21]1[cH:22][cH:23][n:24][cH:25][cH:26]1>>[CH2:1]([CH2:2][CH2:3][CH2:4][CH2:5][CH3:6])[N:7]1[CH2:8][CH:9]2[C:10]([CH3:13])([c:14]3[cH:15][c:16]([NH:20][S:30]([CH2:27][CH2:28][CH3:29])(=[O:31])=[O:32])[cH:17][cH:18][cH:19]3)[CH:11]2[CH2:12]1.